This data is from the Open Reaction Database (ORD), a public repository of structured organic reaction records. The task is: describe an organic reaction: reactants, conditions, products, and yield Reactants: O=C([O-])O, CC(C)=CC(=O)Cl, CCN(C(C)C)C(C)C, ClCCl, Nc1ccccc1, [Na+]. Yields the product CC(C)=CC(=O)Nc1ccccc1. As a reaction SMILES: [C:24](=[O:25])([OH:26])[O-:27].[CH3:1][C:2](=[CH:3][C:4](=[O:5])[Cl:6])[CH3:7].[CH:15]([N:16]([CH:17]([CH3:18])[CH3:19])[CH2:20][CH3:21])([CH3:22])[CH3:23].[Cl:29][CH2:30][Cl:31].[NH2:8][c:9]1[cH:10][cH:11][cH:12][cH:13][cH:14]1.[Na+:28]>>[CH3:1][C:2](=[CH:3][C:4](=[O:5])[NH:8][c:9]1[cH:10][cH:11][cH:12][cH:13][cH:14]1)[CH3:7]. The reactants are CS(=O)(=O)OCCOC1=C(C=CC=C1)OCC (2-(2-ethyloxyphenoxy)ethyl methanesulfonate), ClC=1C=C2C(=CNC2=CC1)CC(C)(C)N ([2-(5-chloro-1H-indol-3-yl)-1,1-dimethylethyl]amine), N1C=C(C2=CC=CC=C12)CC(C)(C)N ([2-(1H-indol-3-yl)-1,1-dimethylethyl]amine). Product: Cl.N1C=C(C2=CC=CC=C12)CC(C)(C)NCCOC1=C(C=CC=C1)OCC ([2-(1H-indol-3-yl)-1,1-dimethylethyl][2-(2-ethyloxy-phenoxy)ethyl]amine hydrochloride). RXN SMILES: CS(O[CH2:6][CH2:7][O:8][C:9]1[CH:14]=[CH:13][CH:12]=[CH:11][C:10]=1[O:15][CH2:16][CH3:17])(=O)=O.[Cl:18][C:19]1[CH:20]=[C:21]2[C:25](=[CH:26][CH:27]=1)[NH:24][CH:23]=[C:22]2[CH2:28][C:29]([NH2:32])([CH3:31])[CH3:30].N1C2C(=CC=CC=2)C(CC(N)(C)C)=C1>>[ClH:18].[NH:24]1[C:25]2[C:21](=[CH:20][CH:19]=[CH:27][CH:26]=2)[C:22]([CH2:28][C:29]([NH:32][CH2:6][CH2:7][O:8][C:9]2[CH:14]=[CH:13][CH:12]=[CH:11][C:10]=2[O:15][CH2:16][CH3:17])([CH3:30])[CH3:31])=[CH:23]1 |f:3.4|. Reported procedure: Proceeding as in Example 3, but replacing 2-[2-(cyclopropylmethyloxy)phenoxy]ethyl methanesulfonate with 2-(2-ethyloxyphenoxy)ethyl methanesulfonate and [2-(5-chloro-1H-indol-3-yl)-1,1-dimethylethyl]amine with [2-(1H-indol-3-yl)-1,1-dimethylethyl]amine, gave [2-(1H-indol-3-yl)-1,1-dimethylethyl][2-(2-ethyloxy-phenoxy)ethyl]amine hydrochloride, m.p. 184°-186° C. Reactants: ClCCl, Cl, Fc1ccccc1-c1cc(-c2cncc(-c3cnn(CCOC4CCCCO4)c3)c2)c2cccnc2n1, C1COCCO1. The product is OCCn1cc(-c2cncc(-c3cc(-c4ccccc4F)nc4ncccc34)c2)cn1. As a reaction SMILES: [Cl:39][CH2:40][Cl:41].[ClH:38].[F:1][c:2]1[c:3](-[c:8]2[n:9][c:10]3[n:11][cH:12][cH:13][cH:14][c:15]3[c:16](-[c:18]3[cH:19][n:20][cH:21][c:22](-[c:24]4[cH:25][n:26][n:27]([CH2:29][CH2:30][O:31][CH:32]5[CH2:33][CH2:34][CH2:35][CH2:36][O:37]5)[cH:28]4)[cH:23]3)[cH:17]2)[cH:4][cH:5][cH:6][cH:7]1.[O:42]1[CH2:43][CH2:44][O:45][CH2:46][CH2:47]1>>[F:1][c:2]1[c:3](-[c:8]2[n:9][c:10]3[n:11][cH:12][cH:13][cH:14][c:15]3[c:16](-[c:18]3[cH:19][n:20][cH:21][c:22](-[c:24]4[cH:25][n:26][n:27]([CH2:29][CH2:30][OH:31])[cH:28]4)[cH:23]3)[cH:17]2)[cH:4][cH:5][cH:6][cH:7]1. The reactants are CC1=C(C=CC=C1S[Si](C(C)C)(C(C)C)C(C)C)N1N=NN(C1=O)C (1-(2-methyl-3-triisopropylsilanylsulfanylphenyl)-4-methyl-1,4-dihydrotetrazole-5-one), [F-].[Cs+] (cesium fluoride), CN(C=O)C (N,N-dimethylformamide), CI (methyl iodide). Run in O (water). Yields the product CC1=C(C=CC=C1SC)N1N=NN(C1=O)C (1-(2-methyl-3-methylthiophenyl)-4-methyl-1,4-dihydrotetrazole-5-one). As a reaction SMILES: [CH3:1][C:2]1[C:7]([S:8][Si](C(C)C)(C(C)C)C(C)C)=[CH:6][CH:5]=[CH:4][C:3]=1[N:19]1[C:23](=[O:24])[N:22]([CH3:25])[N:21]=[N:20]1.[F-].[Cs+].[CH3:28]N(C)C=O.CI>O>[CH3:1][C:2]1[C:7]([S:8][CH3:28])=[CH:6][CH:5]=[CH:4][C:3]=1[N:19]1[C:23](=[O:24])[N:22]([CH3:25])[N:21]=[N:20]1 |f:1.2|. Procedure: A mixture of 1-(2-methyl-3-triisopropylsilanylsulfanylphenyl)-4-methyl-1,4-dihydrotetrazole-5-one 3.63 g, cesium fluoride 2.91 g and N,N-dimethylformamide 10 ml was stirred at room temperature for thirty minutes. To the resulting mixture was added methyl iodide 2.72 g and the resulting mixture was stirred at room temperature for three hours. To the reaction mixture was added water and the resulting mixture was extracted with ethyl acetate. The organic layer was washed with water and saturated sa... Reactants: C(C)OC(C(C1=C(C=NC=C1)[N+](=O)[O-])C#N)=O (cyano-(3-nitro-pyridin-4-yl)-acetic acid ethyl ester). Reagents/catalysts: [Zn] (Zinc). Solvent: C(C)(=O)O (acetic acid). Reaction conditions: temperature 95 celsius, time 1 hour. Yields the product C(C)OC(=O)C1=C(NC2=CN=CC=C21)N (2-Amino-1H-pyrrolo[2,3-c]pyridine-3-carboxylic acid ethyl ester). The yield is 92.9%. As a reaction SMILES: [CH2:1]([O:3][C:4](=[O:17])[CH:5]([C:15]#[N:16])[C:6]1[CH:11]=[CH:10][N:9]=[CH:8][C:7]=1[N+:12]([O-])=O)[CH3:2]>C(O)(=O)C.[Zn]>[CH2:1]([O:3][C:4]([C:5]1[C:6]2[C:7](=[CH:8][N:9]=[CH:10][CH:11]=2)[NH:12][C:15]=1[NH2:16])=[O:17])[CH3:2]. Reported procedure: A solution of cyano-(3-nitro-pyridin-4-yl)-acetic acid ethyl ester (2.50 g, 10.6 mmol) in 20 mL acetic acid was heated to 80° C. under nitrogen. Zinc powder was added in 500 mg portions over 20 minutes and the reaction mixture was then heated to 95° C. and stirred for 1 hour. Upon cooling, the insoluble material was removed by filtration and washed with acetic acid. The resulting filtrate was concentrated in vacuo and the residue treated with saturated sodium bicarbonate solution to give a light... Reactants: Cl (HCl), C1(CCCCCO1)=O (Caprolactone), [OH-].[K+] (potassium hydroxide), CO (methanol). Run in C1CCOC1 (THF). Run at time 8 hour. Yields the product OCCCCCC(=O)O (6-hydroxyhexanoic acid). RXN SMILES: [C:1]1(=[O:8])[O:7][CH2:6][CH2:5][CH2:4][CH2:3][CH2:2]1.[OH-:9].[K+].CO.Cl>C1COCC1>[OH:9][CH2:6][CH2:5][CH2:4][CH2:3][CH2:2][C:1]([OH:7])=[O:8] |f:1.2|. Procedure details: Caprolactone (100 g) was added to a mixture of potassium hydroxide (145 g), methanol (110 mL), and THF (390 mL). The resulting mixture was stirred at room temperature overnight. The solution was then acidified with HCl and extracted with ethyl acetate. The combined organic layers were washed with water, dried, filtered, and concentrated to obtain 6-hydroxyhexanoic acid. 1H NMR (CDCl3, 500 MHz) δ 1.44 (m, 2H), 1.60 (m, 2H), 1.68 (m, 2H), 2.37 (t, J=7.5 Hz, 2H), 3.66 (t, J=6.5 Hz, 2H), 5.80 (br, 1... Reactants: CN(C)C=O, CCOC(C)=O, CCOC(=O)CCc1ccc(N(Cc2cccc(-c3c(C)cc(OCC4(O)CCS(=O)CC4)cc3C)c2)S(=O)(=O)c2ccccc2[N+](=O)[O-])cc1F, [Li+], [OH-], O, O=C(O)CS. The product is CCOC(=O)CCc1ccc(NCc2cccc(-c3c(C)cc(OCC4(O)CCS(=O)CC4)cc3C)c2)cc1F. Reaction SMILES: [CH3:61][N:62]([CH3:63])[CH:64]=[O:65].[CH3:66][CH2:67][O:68][C:69](=[O:70])[CH3:71].[F:1][c:2]1[c:3]([CH2:46][CH2:47][C:48](=[O:49])[O:50][CH2:51][CH3:52])[cH:4][cH:5][c:6]([N:8]([S:9]([c:10]2[cH:11][cH:12][cH:13][cH:14][c:15]2[N+:16]([O-:17])=[O:18])(=[O:19])=[O:20])[CH2:21][c:22]2[cH:23][c:24](-[c:28]3[c:29]([CH3:45])[cH:30][c:31]([O:35][CH2:36][C:37]4([OH:44])[CH2:38][CH2:39][S:40](=[O:43])[CH2:41][CH2:42]4)[cH:32][c:33]3[CH3:34])[cH:25][cH:26][cH:27]2)[cH:7]1.[Li+:60].[OH-:59].[OH2:58].[SH:53][CH2:54][C:55]([OH:56])=[O:57]>>[F:1][c:2]1[c:3]([CH2:46][CH2:47][C:48](=[O:49])[O:50][CH2:51][CH3:52])[cH:4][cH:5][c:6]([NH:8][CH2:21][c:22]2[cH:23][c:24](-[c:28]3[c:29]([CH3:45])[cH:30][c:31]([O:35][CH2:36][C:37]4([OH:44])[CH2:38][CH2:39][S:40](=[O:43])[CH2:41][CH2:42]4)[cH:32][c:33]3[CH3:34])[cH:25][cH:26][cH:27]2)[cH:7]1. Starting materials: [OH-].[Na+] (sodium hydroxide), ClC=1C(=C(N)C=CC1)NCC1=CC=C(C=C1)OC1=CC=CC=C1 (3-chloro-2-(4-phenoxybenzylamino)aniline), C(OCC)([O-])[O-] (ethyl ortho-formate). Run in C1(=CC=CC=C1)C (Toluene). Product: ClC1=CC=CC2=C1N(C=N2)CC2=CC=C(C=C2)OC2=CC=CC=C2 (7-chloro-1-(4-phenoxybenzyl)benzimidazole). The yield is 77.3%. Reaction SMILES: [Cl:1][C:2]1[C:3]([NH:9][CH2:10][C:11]2[CH:16]=[CH:15][C:14]([O:17][C:18]3[CH:23]=[CH:22][CH:21]=[CH:20][CH:19]=3)=[CH:13][CH:12]=2)=[C:4]([CH:6]=[CH:7][CH:8]=1)[NH2:5].[CH:24]([O-])([O-])OCC.[OH-].[Na+]>C1(C)C=CC=CC=1>[Cl:1][C:2]1[C:3]2[N:9]([CH2:10][C:11]3[CH:16]=[CH:15][C:14]([O:17][C:18]4[CH:19]=[CH:20][CH:21]=[CH:22][CH:23]=4)=[CH:13][CH:12]=3)[CH:24]=[N:5][C:4]=2[CH:6]=[CH:7][CH:8]=1 |f:2.3|. Procedure details: A mixture of 3-chloro-2-(4-phenoxybenzylamino)aniline (0.300 g) and ethyl ortho-formate (0.178 g) was heated at 120° to 130° C. for 5 hours while stirring and then cooled to room temperature. Toluene (100 ml) and a 5% sodium hydroxide solution (50 ml) were added thereto, followed by stirring for 10 minutes. The toluene layer was separated and washed with water, dried over anhydrous sodium sulfate and distilled under reduced pressure to remove toluene. The residue was purified by silica gel colum... Reactants: B, C1CCOC1, CCc1cc(C(=O)O)cc(C)n1. Yields the product CCc1cc(CO)cc(C)n1. Reaction SMILES: [BH3:13].[CH2:14]1[O:15][CH2:16][CH2:17][CH2:18]1.[CH2:1]([CH3:2])[c:3]1[cH:4][c:5]([C:6](=[O:7])[OH:8])[cH:9][c:10]([CH3:12])[n:11]1>>[CH2:1]([CH3:2])[c:3]1[cH:4][c:5]([CH2:6][OH:7])[cH:9][c:10]([CH3:12])[n:11]1.